This data is from the Open Reaction Database (ORD), a public repository of structured organic reaction records. The task is: describe an organic reaction: reactants, conditions, products, and yield Starting materials: OCC1CCC(N1)=O (5-hydroxymethyl-2-pyrrolidone), COC(C)(C)OC (2,2-dimethoxypropane), C1(=CC=C(C=C1)S(=O)(=O)O)C (p-toluenesulfonic acid). The solvent is ClCCl (dichloromethane). Product: CC1(OC[C@@H]2N1C(CC2)=O)C ((R)-tetrahydro-3,3-dimethyl-3H,5H-pyrrolo[1,2-c]oxazol-5-one). Reaction SMILES: [OH:1][CH2:2][CH:3]1[NH:7][C:6](=[O:8])[CH2:5][CH2:4]1.CO[C:11](OC)([CH3:13])[CH3:12].C1(C)C=CC(S(O)(=O)=O)=CC=1>ClCCl>[CH3:12][C:11]1([CH3:13])[N:7]2[C:6](=[O:8])[CH2:5][CH2:4][C@@H:3]2[CH2:2][O:1]1. Procedure: A mixture of 5-hydroxymethyl-2-pyrrolidone (0.3 g) and 2,2-dimethoxypropane (2 ml) in dichloromethane was refluxed in the presence of a crystal (ca. 10 mg.) of p-toluenesulfonic acid for 20 hours. Aqueous extractive work up followed by solvent evaporation produced 0.18 g of (R)-tetrahydro-3,3-dimethyl-3H,5H-pyrrolo[1,2-c]oxazol-5-one as an oil (TLC showed a single spot at Rf =0.6 (ethyl acetate)). The product is [N+](=O)([O-])C1=CC=C(C=C1)NC=O (N-(4-Nitro-phenyl)-formamide). Procedure details: Was prepared according to Example 2 from 4-nitroaniline and formic acid. Starting materials: [N+](=O)([O-])C1=CC=C(N)C=C1 (4-nitroaniline), C(=O)O (formic acid). RXN SMILES: [N+:1]([C:4]1[CH:10]=[CH:9][C:7]([NH2:8])=[CH:6][CH:5]=1)([O-:3])=[O:2].[CH:11](O)=[O:12]>>[N+:1]([C:4]1[CH:10]=[CH:9][C:7]([NH:8][CH:11]=[O:12])=[CH:6][CH:5]=1)([O-:3])=[O:2]. Reactants: CC1=C(N=C(O1)C1=CC=CC=C1)COC1=CC=C(\C=C\C(C(=O)O)=O)C=C1 ((E)-4-(5-methyl-2-phenyl-4-oxazolylmethoxy)benzylidenepyruvic acid), C(C)O (ethanol), S(O)(O)(=O)=O (sulfuric acid). Run in O (water). Yields the product CC1=C(N=C(O1)C1=CC=CC=C1)COC1=CC=C(\C=C\C(C(=O)OCC)=O)C=C1 (ethyl (E)-4-(5-methyl-2-phenyl-4-oxazolylmethoxy)benzylidenepyruvate). Yield: 86.0%. Reaction SMILES: [CH3:1][C:2]1[O:6][C:5]([C:7]2[CH:12]=[CH:11][CH:10]=[CH:9][CH:8]=2)=[N:4][C:3]=1[CH2:13][O:14][C:15]1[CH:27]=[CH:26][C:18](/[CH:19]=[CH:20]/[C:21](=[O:25])[C:22]([OH:24])=[O:23])=[CH:17][CH:16]=1.[CH2:28](O)[CH3:29].S(=O)(=O)(O)O>O>[CH3:1][C:2]1[O:6][C:5]([C:7]2[CH:8]=[CH:9][CH:10]=[CH:11][CH:12]=2)=[N:4][C:3]=1[CH2:13][O:14][C:15]1[CH:27]=[CH:26][C:18](/[CH:19]=[CH:20]/[C:21](=[O:25])[C:22]([O:24][CH2:28][CH3:29])=[O:23])=[CH:17][CH:16]=1. Procedure: To a mixture of (E)-4-(5-methyl-2-phenyl-4-oxazolylmethoxy)benzylidenepyruvic acid (1.3 g) and ethanol (50 ml) was added conc. sulfuric acid (0.1 ml). The mixture was heated for 8 hours under reflux, then the reaction mixture was poured into water, which was subjected to extraction with ethyl acetate. The ethyl acetate layer was washed with water and dried (MgSO4), followed by distilling off the solvent. The residue was subjected to a silica gel column chromatography. From the fractions eluted w... The reactants are [Li+].CC(C)[N-]C(C)C (LDA), COC1=CC=C(CN2N=CC(=C2)C(=O)OCC)C=C1 (ethyl 1-(4-methoxybenzyl)-1H-pyrazole-4-carboxylate), C(CCC)[Li] (Butyl lithium), C(C)(C)NC(C)C (diisopropylamine), CON(C(=O)C1CC1)C (N-methoxy-N-methylcyclopropanecarboxamide). Solvent: C1CCOC1 (THF), CCOC(=O)C (AcOEt), C1CCOC1 (THF), C1CCOC1 (THF). Reaction conditions: temperature -78 celsius, time 5 minute. Yields the product C1(CC1)C(=O)C1=NN(C=C1C(=O)OCC)CC1=CC=C(C=C1)OC (ethyl 3-(cyclopropanecarbonyl)-1-(4-methoxybenzyl)-1H-pyrazole-4-carboxylate). The yield is 9.7%. As a reaction SMILES: C([Li])CCC.C(NC(C)C)(C)C.[Li+].CC([N-]C(C)C)C.[CH3:21][O:22][C:23]1[CH:39]=[CH:38][C:26]([CH2:27][N:28]2[CH:32]=[C:31]([C:33]([O:35][CH2:36][CH3:37])=[O:34])[CH:30]=[N:29]2)=[CH:25][CH:24]=1.CON(C)[C:43]([CH:45]1[CH2:47][CH2:46]1)=[O:44]>C1COCC1.CCOC(C)=O>[CH:45]1([C:43]([C:30]2[C:31]([C:33]([O:35][CH2:36][CH3:37])=[O:34])=[CH:32][N:28]([CH2:27][C:26]3[CH:25]=[CH:24][C:23]([O:22][CH3:21])=[CH:39][CH:38]=3)[N:29]=2)=[O:44])[CH2:47][CH2:46]1 |f:2.3|. Procedure details: According to Scheme 16: Butyl lithium 2.5 M (9.9 mmol, 4 mL) was added to a solution of diisopropylamine (9.9 mmol, 1.4 mL) in THF (20 mL) at −78° C. and the reaction mixture was stirred at −78° C. for 5 minutes and then at room temperature. To the resulting LDA solution was added at −78° C. a solution of ethyl 1-(4-methoxybenzyl)-1H-pyrazole-4-carboxylate (7.61 mmol, 1.98 g) in THF (30 mL) and the reaction mixture was stirred for 15 minutes at −78° C. Then N-methoxy-N-methylcyclopropanecarboxam...